Dataset: the Open Reaction Database (ORD), a public repository of structured organic reaction records. Task: describe an organic reaction: reactants, conditions, products, and yield The reactants are FC(S(=O)(=O)OC1=CC(=C2OC=3C=CC(=CC3[C@@]3(C2=C1)N=C(SCC3)N)NC(=O)C3=NC=C(N=C3)OC)F)(F)F ((S)-2-amino-5′-fluoro-2′-(5-methoxypyrazine-2-carboxamido)-5,6-dihydrospiro[[1,3]thiazine-4,9′-xanthen]-7′-yl trifluoromethanesulfonate), O1CCC(=CC1)B1OC(C(O1)(C)C)(C)C (2-(3,6-dihydro-2H-pyran-4-yl)-4,4,5,5-tetramethyl-1,3,2-dioxaborolane), C([O-])([O-])=O.[K+].[K+] (potassium carbonate). The reagents and catalysts are C1=CC=C(C=C1)P([C-]2C=CC=C2)C3=CC=CC=C3.C1=CC=C(C=C1)P([C-]2C=CC=C2)C3=CC=CC=C3.Cl[Pd]Cl.[Fe+2] (PdCl2(dppf)2). Run in O1CCOCC1 (Dioxane). The product is NC=1SCC[C@]2(C3=CC(=CC(=C3OC=3C=CC(=CC23)NC(=O)C2=NC=C(N=C2)OC)F)C=2CCOCC2)N1 (N-((4S)-2-amino-7′-(3,6-dihydro-2H-pyran-4-yl)-5′-fluoro-5,6-dihydrospiro[1,3-thiazine-4,9′-xanthen]-2′-yl)-5-methoxy-2-pyrazinecarboxamide). Reaction SMILES: FC(F)(F)S(O[C:7]1[CH:20]=[C:19]2[C:10]([O:11][C:12]3[CH:13]=[CH:14][C:15]([NH:27][C:28]([C:30]4[CH:35]=[N:34][C:33]([O:36][CH3:37])=[CH:32][N:31]=4)=[O:29])=[CH:16][C:17]=3[C@:18]32[CH2:25][CH2:24][S:23][C:22]([NH2:26])=[N:21]3)=[C:9]([F:38])[CH:8]=1)(=O)=O.[O:41]1[CH2:46][CH:45]=[C:44](B2OC(C)(C)C(C)(C)O2)[CH2:43][CH2:42]1.C(=O)([O-])[O-].[K+].[K+]>C1C=CC(P(C2C=CC=CC=2)[C-]2C=CC=C2)=CC=1.C1C=CC(P(C2C=CC=CC=2)[C-]2C=CC=C2)=CC=1.Cl[Pd]Cl.[Fe+2].O1CCOCC1>[NH2:26][C:22]1[S:23][CH2:24][CH2:25][C@:18]2([N:21]=1)[C:17]1[CH:16]=[C:15]([NH:27][C:28]([C:30]3[CH:35]=[N:34][C:33]([O:36][CH3:37])=[CH:32][N:31]=3)=[O:29])[CH:14]=[CH:13][C:12]=1[O:11][C:10]1[C:19]2=[CH:20][C:7]([C:44]2[CH2:45][CH2:46][O:41][CH2:42][CH:43]=2)=[CH:8][C:9]=1[F:38] |f:2.3.4,5.6.7.8|. Procedure: To a microwave vial were charged with (S)-2-amino-5′-fluoro-2′-(5-methoxypyrazine-2-carboxamido)-5,6-dihydrospiro[[1,3]thiazine-4,9′-xanthen]-7′-yl trifluoromethanesulfonate (0.050 g, 0.083 mmol), 2-(3,6-dihydro-2H-pyran-4-yl)-4,4,5,5-tetramethyl-1,3,2-dioxaborolane (0.039 g, 0.183 mmol), and PdCl2(dppf)2 (10.22 mg, 0.013 mmol). After purged with N2 for 5 min, potassium carbonate (1.5M in water) (0.167 ml, 0.250 mmol) and Dioxane (0.75 ml) were added. The reaction mixture was microwaved at 110° ... Starting materials: Cl (HCl), Cl.ClC=1C=[N+](C=C(C1C[C@H](OC(=O)[C@@H]1SCCN1)C1=CC(=C(C=C1)OC(F)F)OCC1CC1)Cl)[O-] (3,5-dichloro-4-((S)-2-(3-(cyclopropylmethoxy)-4-(difluoromethoxy)phenyl)-2-((S)-thiazolidine-2-carbonyloxy)ethyl)pyridine 1-oxide hydrochloride), C(=O)C=1C=C(C(=O)O)C=CC1 (3-formylbenzoic acid), C(C)(=O)O[BH-](OC(C)=O)OC(C)=O.[Na+] (Sodium triacetoxyborohydride), C(=O)C=1C=C(C(=O)O)C=CC1 (3-formylbenzoic acid), CC(=O)O (AcOH). Solvent: C(Cl)Cl (DCM), C(Cl)Cl (DCM). Reaction conditions: time 18 hour. Product: C(=O)(O)C=1C=C(CN2[C@@H](SCC2)C(=O)O[C@@H](CC2=C(C=[N+](C=C2Cl)[O-])Cl)C2=CC(=C(C=C2)OC(F)F)OCC2CC2)C=CC1 (4-((S)-2-(((S)-3-(3-carboxybenzyl)thiazolidine-2-carbonyl)oxy)-2-(3-(cyclopropylmethoxy)-4-(difluoromethoxy)phenyl)ethyl)-3,5-dichloropyridine 1-oxide). Reaction SMILES: Cl.[Cl:2][C:3]1[CH:4]=[N+:5]([O-:35])[CH:6]=[C:7]([Cl:34])[C:8]=1[CH2:9][C@@H:10]([C:19]1[CH:24]=[CH:23][C:22]([O:25][CH:26]([F:28])[F:27])=[C:21]([O:29][CH2:30][CH:31]2[CH2:33][CH2:32]2)[CH:20]=1)[O:11][C:12]([C@H:14]1[NH:18][CH2:17][CH2:16][S:15]1)=[O:13].[CH:36]([C:38]1[CH:39]=[C:40]([CH:44]=[CH:45][CH:46]=1)[C:41]([OH:43])=[O:42])=O.CC(O)=O.C(O[BH-](OC(=O)C)OC(=O)C)(=O)C.[Na+].Cl>C(Cl)Cl>[C:41]([C:40]1[CH:39]=[C:38]([CH:46]=[CH:45][CH:44]=1)[CH2:36][N:18]1[CH2:17][CH2:16][S:15][C@H:14]1[C:12]([O:11][C@H:10]([C:19]1[CH:24]=[CH:23][C:22]([O:25][CH:26]([F:28])[F:27])=[C:21]([O:29][CH2:30][CH:31]2[CH2:33][CH2:32]2)[CH:20]=1)[CH2:9][C:8]1[C:7]([Cl:34])=[CH:6][N+:5]([O-:35])=[CH:4][C:3]=1[Cl:2])=[O:13])([OH:43])=[O:42] |f:0.1,4.5|. Procedure details: To a stirred solution of 3,5-dichloro-4-((S)-2-(3-(cyclopropylmethoxy)-4-(difluoromethoxy)phenyl)-2-((S)-thiazolidine-2-carbonyloxy)ethyl)pyridine 1-oxide hydrochloride (I5, 570 mg, 1.0 mmol) in DCM (5 mL) was added 3-formylbenzoic acid (180 mg, 1.2 mmol) followed by glacial AcOH (0.17 mL, 3.3 mmol). The reaction was stirred at room temperature for 18 h. Sodium triacetoxyborohydride (690 mg, 3.12 mmol) was added and the reaction was stirred at room temperature for 1.5 h. Additional 3-formylbenzo... The reactants are C1(=CC=CC=C1)N1C=NC2=C(C1=O)SC=C2C2=CC=CC=C2 (3,7-Diphenylthieno[3,2-d]pyrimidin-4(3H)-one), NC1=C(SC=C1C1=CC2=CC=CC=C2C=C1)C(=O)OC (methyl 3-amino-4-(naphthalen-2-yl)thiophene-2-carboxylate), C(OCC)(OCC)OCC (triethyl orthoformate), ClC1=CC=C(N)C=C1 (4-chloroaniline). The solvent is C(C)(=O)O (acetic acid). Yields the product ClC1=CC=C(C=C1)N1C=NC2=C(C1=O)SC=C2C2=CC1=CC=CC=C1C=C2 (3-(4-Chlorophenyl)-7-(naphthalen-2-yl)thieno[3,2-d]pyrimidin-4(3H)-one). Yield: 92.0%. RXN SMILES: [C:1]1([N:7]2[C:12](=[O:13])[C:11]3[S:14][CH:15]=[C:16]([C:17]4[CH:22]=[CH:21][CH:20]=[CH:19][CH:18]=4)[C:10]=3[N:9]=[CH:8]2)[CH:6]=[CH:5][CH:4]=[CH:3][CH:2]=1.N[C:24]1[C:28]([C:29]2C=CC3C(=CC=CC=3)C=2)=CS[C:25]=1C(OC)=O.C(OCC)(OCC)OCC.[Cl:53]C1C=CC(N)=CC=1>C(O)(=O)C>[Cl:53][C:4]1[CH:5]=[CH:6][C:1]([N:7]2[C:12](=[O:13])[C:11]3[S:14][CH:15]=[C:16]([C:17]4[CH:18]=[CH:19][C:20]5[C:21](=[CH:25][CH:24]=[CH:28][CH:29]=5)[CH:22]=4)[C:10]=3[N:9]=[CH:8]2)=[CH:2][CH:3]=1. Reported procedure: In the same manner as the synthesis of Compound 1, methyl 3-amino-4-(naphthalen-2-yl)thiophene-2-carboxylate (43.8 mg, 0.15 mmol), triethyl orthoformate (0.32 ml), 4-chloroaniline (36.7 mg, 0.28 mmol), and acetic acid (0.04 ml) were used to give 100 mg (0.26 mmol, 92% yield) of the title compound.